This data is from the Open Reaction Database (ORD), a public repository of structured organic reaction records. The task is: describe an organic reaction: reactants, conditions, products, and yield Starting materials: COC1=C(C=CC2=C1CCCC(C2)NCCOC)N (1-methoxy-N(6)-(2-methoxyethyl)-6,7,8,9-tetrahydro-5H-benzocyclohepten-2,6-diamine), ClC1=NC=C(C(=N1)N[C@H]1[C@H]([C@@H]2C=C[C@H]1C2)C(=O)N)Cl ((1S,2S,3R,4R)-3-(2,5-dichloropyrimidin-4-ylamino)-bicyclo[2.2.1]hept-5-ene-2-carboxylic acid amide). The product is ClC=1C(=NC(=NC1)NC=1C=CC2=C(CCCC(C2)NCCOC)C1OC)N[C@H]1[C@H]([C@@H]2C=C[C@H]1C2)C(=O)N ((1S,2S,3R,4R)-3-{5-Chloro-2-[1-methoxy-6-(2-methoxy-ethylamino)-6,7,8,9-tetrahydro-5H-benzocyclohepten-2-ylamino]-pyrimidin-4-ylamino}-bicyclo[2.2.1]hept-5-ene-2-carboxylic acid amide), solid. Yield: 8.0%. Reaction SMILES: [CH3:1][O:2][C:3]1[C:8]2[CH2:9][CH2:10][CH2:11][CH:12]([NH:14][CH2:15][CH2:16][O:17][CH3:18])[CH2:13][C:7]=2[CH:6]=[CH:5][C:4]=1[NH2:19].Cl[C:21]1[N:26]=[C:25]([NH:27][C@@H:28]2[C@@H:33]3[CH2:34][C@@H:30]([CH:31]=[CH:32]3)[C@@H:29]2[C:35]([NH2:37])=[O:36])[C:24]([Cl:38])=[CH:23][N:22]=1>>[Cl:38][C:24]1[C:25]([NH:27][C@@H:28]2[C@@H:33]3[CH2:34][C@@H:30]([CH:31]=[CH:32]3)[C@@H:29]2[C:35]([NH2:37])=[O:36])=[N:26][C:21]([NH:19][C:4]2[CH:5]=[CH:6][C:7]3[CH2:13][CH:12]([NH:14][CH2:15][CH2:16][O:17][CH3:18])[CH2:11][CH2:10][CH2:9][C:8]=3[C:3]=2[O:2][CH3:1])=[N:22][CH:23]=1. Procedure: The title compound was prepared from 1-methoxy-N(6)-(2-methoxyethyl)-6,7,8,9-tetrahydro-5H-benzocyclohepten-2,6-diamine (200 mg, 0.8 mmol) and (1S,2S,3R,4R)-3-(2,5-dichloropyrimidin-4-ylamino)-bicyclo[2.2.1]hept-5-ene-2-carboxylic acid amide (290 mg, 0.76 mmol) in an analogous manner to Example 946 to afford a tan solid (30 mg, 8%). Mp: 98-99° C. LCMS (m/e) 527 (M+1); 1H-NMR (CDCl3, 400 MHz) δ 8.20 (m, 1H), 7.92 (s, 1H), 7.43 (s, 1H), 7.00 (d, J=8 Hz, 1H), 6.91 (d, J=8 Hz, 1H), 6.40 (m, 1H), 6.3... Reactants: BrC=1N=CC(=NC1Cl)N (5-bromo-6-chloropyrazin-2-amine), [C-]#N.[K+] (Potassium cyanide). The reagents and catalysts are [Cu]I (copper (I) iodide), C=1C=CC(=CC1)[P](C=2C=CC=CC2)(C=3C=CC=CC3)[Pd]([P](C=4C=CC=CC4)(C=5C=CC=CC5)C=6C=CC=CC6)([P](C=7C=CC=CC7)(C=8C=CC=CC8)C=9C=CC=CC9)[P](C=1C=CC=CC1)(C=1C=CC=CC1)C=1C=CC=CC1 (tetrakis(triphenylphosphine)palladium), C1COCCOCCOCCOCCOCCO1 (18-crown-6). Run in CCOC(=O)C (EtOAc), CN(C)C=O (DMF). Conditions: time 5 minute. Yields the product NC=1N=C(C(=NC1)C#N)Cl (5-amino-3-chloropyrazine-2-carbonitrile). Isolated yield 81.9%. Reaction SMILES: Br[C:2]1[N:3]=[CH:4][C:5]([NH2:9])=[N:6][C:7]=1[Cl:8].[C-:10]#[N:11].[K+]>CN(C=O)C.CCOC(C)=O.[Cu]I.C1C=CC([P]([Pd]([P](C2C=CC=CC=2)(C2C=CC=CC=2)C2C=CC=CC=2)([P](C2C=CC=CC=2)(C2C=CC=CC=2)C2C=CC=CC=2)[P](C2C=CC=CC=2)(C2C=CC=CC=2)C2C=CC=CC=2)(C2C=CC=CC=2)C2C=CC=CC=2)=CC=1.C1OCCOCCOCCOCCOCCOC1>[NH2:9][C:5]1[N:6]=[C:7]([Cl:8])[C:2]([C:10]#[N:11])=[N:3][CH:4]=1 |f:1.2,^1:29,31,50,69|. Procedure: A mixture of 5-bromo-6-chloropyrazin-2-amine (1.00 g, 4.8 mmol), copper (I) iodide (914 mg, 4.8 mmol), 18-crown-6 (95 mg, 0.36 mmol) and tetrakis(triphenylphosphine)palladium (0) (83 mg, 0.072 mmol) was suspended in dry DMF (20 mL) and a stream of nitrogen was passed through it for 5 minutes. Potassium cyanide (312 mg, 4.8 mmol) was added and the mixture was stirred at room temperature for 30 minutes, then refluxed at 200° C. for 3 hours. The mixture was cooled and diluted with EtOAc and absorbe... Starting materials: NC=1C=CC(=C(C1)[C@]1(N=C(O[C@@H]2COC[C@H]12)N)C)F ((3aS,7S,7aS)-7-(5-amino-2-fluoro-phenyl)-7-methyl-3,3a,7,7a-tetrahydro-1H-2,4-dioxa-6-aza-inden-5-ylamine), FC(COC=1C=CC(=NC1)C(=O)O)(F)F (5-(2,2,2-trifluoro-ethoxy)-pyridine-2-carboxylic acid). Product: NC=1O[C@@H]2COC[C@@H]2[C@@](N1)(C)C=1C=C(C=CC1F)NC(=O)C1=NC=C(C=C1)OCC(F)(F)F (5-(2,2,2-Trifluoro-ethoxy)-pyridine-2-carboxylic acid [3-((3aS,7S,7aS)-5-amino-7-methyl-3,3a,7,7a-tetrahydro-4H-2,4-dioxa-6-aza-inden-7-yl)-4-fluoro-phenyl]-amide). Reaction SMILES: [NH2:1][C:2]1[CH:3]=[CH:4][C:5]([F:19])=[C:6]([C@:8]2([CH3:18])[C@@H:16]3[C@@H:12]([CH2:13][O:14][CH2:15]3)[O:11][C:10]([NH2:17])=[N:9]2)[CH:7]=1.[F:20][C:21]([F:34])([F:33])[CH2:22][O:23][C:24]1[CH:25]=[CH:26][C:27]([C:30](O)=[O:31])=[N:28][CH:29]=1>>[NH2:17][C:10]1[O:11][C@H:12]2[C@@H:16]([C@:8]([C:6]3[CH:7]=[C:2]([NH:1][C:30]([C:27]4[CH:26]=[CH:25][C:24]([O:23][CH2:22][C:21]([F:34])([F:33])[F:20])=[CH:29][N:28]=4)=[O:31])[CH:3]=[CH:4][C:5]=3[F:19])([CH3:18])[N:9]=1)[CH2:15][O:14][CH2:13]2. Reported procedure: The coupling of (3aS,7S,7aS)-7-(5-amino-2-fluoro-phenyl)-7-methyl-3,3a,7,7a-tetrahydro-1H-2,4-dioxa-6-aza-inden-5-ylamine and 5-(2,2,2-trifluoro-ethoxy)-pyridine-2-carboxylic acid (prepared as described in Banner D. et al., WO 2010/128 058) following procedure G yielded the title compound as a colorless solid. MS: m/z=469.2 [M+H]+. Reactants: COC(=O)C(OC)C(O)c1ccc(OCCc2nc(-c3ccccc3)oc2C)c2ccsc12, CO, CN(C)C=O. Product: COC(=O)C(=Cc1ccc(OCCc2nc(-c3ccccc3)oc2C)c2ccsc12)OC. Reaction SMILES: [CH3:1][O:2][C:3]([CH:4]([CH:5]([c:6]1[cH:7][cH:8][c:9]([O:15][CH2:16][CH2:17][c:18]2[n:19][c:20](-[c:24]3[cH:25][cH:26][cH:27][cH:28][cH:29]3)[o:21][c:22]2[CH3:23])[c:10]2[c:11]1[s:12][cH:13][cH:14]2)[OH:30])[O:31][CH3:32])=[O:33].[CH3:34][OH:35].[O:36]=[CH:37][N:38]([CH3:39])[CH3:40]>>[CH3:1][O:2][C:3]([C:4](=[CH:5][c:6]1[cH:7][cH:8][c:9]([O:15][CH2:16][CH2:17][c:18]2[n:19][c:20](-[c:24]3[cH:25][cH:26][cH:27][cH:28][cH:29]3)[o:21][c:22]2[CH3:23])[c:10]2[c:11]1[s:12][cH:13][cH:14]2)[O:31][CH3:32])=[O:33].